From a dataset of the Open Reaction Database (ORD), a public repository of structured organic reaction records. describe an organic reaction: reactants, conditions, products, and yield Starting materials: CCn1ncc2c(NC3CCCCC3)c(C3=NOC(CO)(CBr)C3)cnc21, CCO, [K+], [OH-], O. The product is CCn1ncc2c(NC3CCCCC3)c(C3=NOC4(COC4)C3)cnc21. RXN SMILES: [Br:1][CH2:2][C:3]1([CH2:26][OH:27])[CH2:4][C:5]([c:8]2[c:9]([NH:19][CH:20]3[CH2:21][CH2:22][CH2:23][CH2:24][CH2:25]3)[c:10]3[c:11]([n:12][cH:13]2)[n:14]([CH2:17][CH3:18])[n:15][cH:16]3)=[N:6][O:7]1.[CH3:31][CH2:32][OH:33].[K+:30].[OH-:29].[OH2:28]>>[CH2:2]1[C:3]2([CH2:4][C:5]([c:8]3[c:9]([NH:19][CH:20]4[CH2:21][CH2:22][CH2:23][CH2:24][CH2:25]4)[c:10]4[c:11]([n:12][cH:13]3)[n:14]([CH2:17][CH3:18])[n:15][cH:16]4)=[N:6][O:7]2)[CH2:26][O:27]1. As a reaction SMILES: [CH2:1]([CH2:2][CH3:3])[n:4]1[c:5](=[O:33])[n:6]([CH2:30][CH2:31][CH3:32])[c:7]2[n:8][c:9](-[c:22]3[cH:23][n:24][n:25]([CH2:27][C:28]#[CH:29])[cH:26]3)[n:10]([CH2:14][O:15][CH2:16][CH2:17][Si:18]([CH3:19])([CH3:20])[CH3:21])[c:11]2[c:12]1=[O:13].[CH2:41]=[O:42].[CH3:34][N:35]1[CH2:36][CH2:37][NH:38][CH2:39][CH2:40]1.[CH3:43][S:44]([CH3:45])=[O:46].[Cu:48][I:49].[OH2:47]>>[CH2:1]([CH2:2][CH3:3])[n:4]1[c:5](=[O:33])[n:6]([CH2:30][CH2:31][CH3:32])[c:7]2[n:8][c:9](-[c:22]3[cH:23][n:24][n:25]([CH2:27][C:28]#[C:29][CH2:43][N:38]4[CH2:37][CH2:36][N:35]([CH3:34])[CH2:40][CH2:39]4)[cH:26]3)[n:10]([CH2:14][O:15][CH2:16][CH2:17][Si:18]([CH3:19])([CH3:20])[CH3:21])[c:11]2[c:12]1=[O:13]. Product: CCCn1c(=O)c2c(nc(-c3cnn(CC#CCN4CCN(C)CC4)c3)n2COCC[Si](C)(C)C)n(CCC)c1=O. Reactants: C#CCn1cc(-c2nc3c(c(=O)n(CCC)c(=O)n3CCC)n2COCC[Si](C)(C)C)cn1, C=O, CN1CCNCC1, CS(C)=O, [Cu]I, O. The reactants are C(C)(=O)OCC1=NC=CC(=N1)OC=1C=C2C=CNC2=CC1 ((4-(1H-indol-5-yloxy)pyrimidin-2-yl)methyl acetate), C(=O)([O-])[O-].[K+].[K+] (K2CO3). Solvent: C(Cl)Cl (DCM), O (water), CO (MeOH). Reaction conditions: temperature 0 celsius, time 30 minute. Yields the product N1C=CC2=CC(=CC=C12)OC1=NC(=NC=C1)CO ((4-(1H-indol-5-yloxy)pyrimidin-2-yl)methanol). As a reaction SMILES: C([O:4][CH2:5][C:6]1[N:11]=[C:10]([O:12][C:13]2[CH:14]=[C:15]3[C:19](=[CH:20][CH:21]=2)[NH:18][CH:17]=[CH:16]3)[CH:9]=[CH:8][N:7]=1)(=O)C.C([O-])([O-])=O.[K+].[K+]>CO.C(Cl)Cl.O>[NH:18]1[C:19]2[C:15](=[CH:14][C:13]([O:12][C:10]3[CH:9]=[CH:8][N:7]=[C:6]([CH2:5][OH:4])[N:11]=3)=[CH:21][CH:20]=2)[CH:16]=[CH:17]1 |f:1.2.3|. Reported procedure: To a solution of (4-(1H-indol-5-yloxy)pyrimidin-2-yl)methyl acetate (0.51 g, 1.8 mmol) in MeOH (18 mL) at 0° C. is added solid K2CO3 (0.6 g, 4.5 mmol). The reaction is stirred for 30 minutes at 0° C. and then warmed to room temperature and stirred for an additional 30 minutes. The reaction mixture is then diluted with DCM and water and the layers are separated. The aqueous layer is extracted 2 additional times with DCM. The organic layers are combined dried over anhydrous Na2SO4, filtered, and c... Starting materials: COc1c(Br)cc(C(=O)Cl)cc1Br, CCCCOCCCC, Clc1nccc2c1NCCO2, [H-], [Na+]. Yields the product COc1c(Br)cc(C(=O)N2CCOc3ccnc(Cl)c32)cc1Br. RXN SMILES: [Br:14][c:15]1[cH:16][c:17]([C:18](=[O:19])[Cl:20])[cH:21][c:22]([Br:26])[c:23]1[O:24][CH3:25].[CH2:27]([O:28][CH2:29][CH2:30][CH2:31][CH3:32])[CH2:33][CH2:34][CH3:35].[Cl:1][c:2]1[n:3][cH:4][cH:5][c:6]2[c:11]1[NH:10][CH2:9][CH2:8][O:7]2.[H-:12].[Na+:13]>>[Cl:1][c:2]1[n:3][cH:4][cH:5][c:6]2[c:11]1[N:10]([C:18]([c:17]1[cH:16][c:15]([Br:14])[c:23]([O:24][CH3:25])[c:22]([Br:26])[cH:21]1)=[O:19])[CH2:9][CH2:8][O:7]2. The reactants are OC1=CC2=C(OCO2)C=C1CCC (5-hydroxy-6-propyl-benzo[1.3]dioxole), C([O-])([O-])=O.[K+].[K+] (potassium carbonate), solution, C(C#C)Br (propargyl bromide). The solvent is CC(=O)C (acetone), C1(=CC=CC=C1)C (toluene). Yields the product C(C#C)OC1=CC2=C(OCO2)C=C1CCC (5-(propargyloxy)-6-propyl-benzo[1.3]dioxole). As a reaction SMILES: [OH:1][C:2]1[C:10]([CH2:11][CH2:12][CH3:13])=[CH:9][C:5]2[O:6][CH2:7][O:8][C:4]=2[CH:3]=1.C(=O)([O-])[O-].[K+].[K+].[CH2:20](Br)[C:21]#[CH:22]>CC(C)=O.C1(C)C=CC=CC=1>[CH2:22]([O:1][C:2]1[C:10]([CH2:11][CH2:12][CH3:13])=[CH:9][C:5]2[O:6][CH2:7][O:8][C:4]=2[CH:3]=1)[C:21]#[CH:20] |f:1.2.3|. Procedure: Following the same procedure as in Example 3 a) and b), but using 7.2 g (0.04 moles) of 5-hydroxy-6-propyl-benzo[1.3]dioxole, 5.92 g (0.04 moles) of anhydrous potassium carbonate in 40 ml of acetone were reacted with 5.95 g (0.04 moles) of a solution of propargyl bromide in toluene, (80% w/w). The reactants are ClC1=C2C(=NN=C1C1=CC(=CC=C1)F)NN=C2C2=CC=CC=C2 (4-chloro-5-(3-fluorophenyl)-3-phenyl-1H-pyrazolo[3,4-c]pyridazine), OCC(=O)N1CCCC1 (2-hydroxy-1-(pyrrolidin-1-yl)ethanone), N(=NC(=O)OCC)C(=O)OCC (diethyl azodicarboxylate), C1(=CC=CC=C1)P(C1=CC=CC=C1)C1=CC=CC=C1 (triphenyl phosphine). Run in O1CCOCC1 (1,4-dioxane). Yields the product ClC1=C2C(=NN=C1C1=CC(=CC=C1)F)N(N=C2C2=CC=CC=C2)CC(=O)N2CCCC2 (2-[4-chloro-5-(3-fluorophenyl)-3-phenyl-pyrazolo[3,4-c]pyridazin-1-yl]-1-pyrrolidin-1-yl-ethanone). As a reaction SMILES: [Cl:1][C:2]1[C:7]([C:8]2[CH:13]=[CH:12][CH:11]=[C:10]([F:14])[CH:9]=2)=[N:6][N:5]=[C:4]2[NH:15][N:16]=[C:17]([C:18]3[CH:23]=[CH:22][CH:21]=[CH:20][CH:19]=3)[C:3]=12.O[CH2:25][C:26]([N:28]1[CH2:32][CH2:31][CH2:30][CH2:29]1)=[O:27].N(C(OCC)=O)=NC(OCC)=O.C1(P(C2C=CC=CC=2)C2C=CC=CC=2)C=CC=CC=1>O1CCOCC1>[Cl:1][C:2]1[C:7]([C:8]2[CH:13]=[CH:12][CH:11]=[C:10]([F:14])[CH:9]=2)=[N:6][N:5]=[C:4]2[N:15]([CH2:25][C:26]([N:28]3[CH2:32][CH2:31][CH2:30][CH2:29]3)=[O:27])[N:16]=[C:17]([C:18]3[CH:19]=[CH:20][CH:21]=[CH:22][CH:23]=3)[C:3]=12. Procedure details: A mixture of 4-chloro-5-(3-fluorophenyl)-3-phenyl-1H-pyrazolo[3,4-c]pyridazine (0.33 mmol), 2-hydroxy-1-(pyrrolidin-1-yl)ethanone (0.65 mmol), diethyl azodicarboxylate (114 mg, 0.65 mmol) and triphenyl phosphine (171 mg, 0.65 mmol) in 1,4-dioxane (2 mL) was heated using microwave irradiation to a temperature between 85 and 120° C. for a 30 to 90 min period. The reaction mixture was concentrated in vacuo and the residue was purified by preparative HPLC to provide Compound 11.